The task is: describe an organic reaction: reactants, conditions, products, and yield. This data is from the Open Reaction Database (ORD), a public repository of structured organic reaction records. The reactants are ClCC(CC(=O)OC)=O (methyl 4-chloroacetoacetate), ClCC(C)=O (chloroacetone), C([O-])([O-])=O.[Na+].[Na+] (sodium carbonate), Cl (HCl). Reagents/catalysts: [Cl-].C(C1=CC=CC=C1)[N+](CC)(CC)CC (benzyltriethylammonium chloride). The solvent is C(C)#N (acetonitrile), C(C)#N (acetonitrile). Product: ClCC(C(C(=O)OC)CC(=O)C)=O (methyl 4-chloro-2-acetonylacetoacetate). The yield is 15.6%. As a reaction SMILES: C(=O)([O-])[O-].[Na+].[Na+].[Cl:7][CH2:8][C:9](=[O:15])[CH2:10][C:11]([O:13][CH3:14])=[O:12].Cl[CH2:17][C:18](=[O:20])[CH3:19].Cl>[Cl-].C([N+](CC)(CC)CC)C1C=CC=CC=1.C(#N)C>[Cl:7][CH2:8][C:9](=[O:15])[CH:10]([CH2:17][C:18]([CH3:19])=[O:20])[C:11]([O:13][CH3:14])=[O:12] |f:0.1.2,6.7|. Procedure details: 127.2 g (1.2 mol) of sodium carbonate and 4.6 g (0.02 mol) of benzyltriethylammonium chloride are suspended in 800 ml of acetonitrile. While stirring there is added dropwise thereto within 8 hours a solution of 150.5 g (1 mol) of methyl 4-chloroacetoacetate and 138.8 g (1.5 mol) of chloroacetone in 200 ml of acetonitrile. The mixture is stirred at 20°-25° C. for a further 15 hours. The reaction mixture is poured into 750 ml of 2N HCl (pH value=1) and extracted three times with 300 ml of ether. T... The reactants are [Al+3], CCOCC, CCOC(=O)Cc1nc(Cc2ccccc2)c(C)o1, [H-], [H-], [H-], [H-], [Li+], O. RXN SMILES: [Al+3:2].[CH2:27]([O:28][CH2:29][CH3:30])[CH3:31].[CH2:7]([c:8]1[cH:9][cH:10][cH:11][cH:12][cH:13]1)[c:14]1[n:15][c:16]([CH2:20][C:21](=[O:22])[O:23][CH2:24][CH3:25])[o:17][c:18]1[CH3:19].[H-:1].[H-:4].[H-:5].[H-:6].[Li+:3].[OH2:26]>>[CH2:7]([c:8]1[cH:9][cH:10][cH:11][cH:12][cH:13]1)[c:14]1[n:15][c:16]([CH2:20][CH2:21][OH:22])[o:17][c:18]1[CH3:19]. The product is Cc1oc(CCO)nc1Cc1ccccc1. Reactants: ClC1=NC(=NC(=C1CCCl)C1=CC(=CC=C1)OC)N1CCOCC1 (4-[4-chloro-5-(2-chloroethyl)-6-(3-methoxyphenyl)-pyrimidin-2-yl]-morpholine), NC=1C=C(C=CC1)S(=O)(=O)N (3-aminobenzene sulfonamide), COC=1C=C(C=CC1)C=1C2=C(N=C(N1)N1CCOCC1)N(CC2)C2=CC(=CC=C2)S(=O)(=O)N (4-(3-methoxy-phenyl)-7-(3-aminosulfonylphenyl)-2-morpholin-4-yl-6,7-dihydro-5H-pyrrolo[2,3-d]pyrimidine). Procedure: In the same manner as Example 1-A-01, from 4-[4-chloro-5-(2-chloroethyl)-6-(3-methoxyphenyl)-pyrimidin-2-yl]-morpholine and 3-aminobenzene sulfonamide, 4-(3-methoxy-phenyl)-7-(3-aminosulfonylphenyl)-2-morpholin-4-yl-6,7-dihydro-5H-pyrrolo[2,3-d]pyrimidine was obtained, and subsequently, further in the same manner as Example 1-A-09, the desired compound was obtained. The product is OC=1C=C(C=CC1)C=1C2=C(N=C(N1)N1CCOCC1)N(CC2)C=2C=C(C=CC2)S(=O)(=O)N (3-[4-(3-Hydroxy-phenyl)-2-morpholin-4-yl-5,6-dihydro-pyrrolo[2,3-d]pyrimidin-7-yl]-benzenesulfonamide). RXN SMILES: ClC1C(CCCl)=C(C2C=CC=C(OC)C=2)N=C(N2CCOCC2)N=1.NC1C=C(S(N)(=O)=O)C=CC=1.C[O:37][C:38]1[CH:39]=[C:40]([C:44]2[C:45]3[CH2:58][CH2:57][N:56]([C:59]4[CH:64]=[CH:63][CH:62]=[C:61]([S:65]([NH2:68])(=[O:67])=[O:66])[CH:60]=4)[C:46]=3[N:47]=[C:48]([N:50]3[CH2:55][CH2:54][O:53][CH2:52][CH2:51]3)[N:49]=2)[CH:41]=[CH:42][CH:43]=1>>[OH:37][C:38]1[CH:39]=[C:40]([C:44]2[C:45]3[CH2:58][CH2:57][N:56]([C:59]4[CH:60]=[C:61]([S:65]([NH2:68])(=[O:67])=[O:66])[CH:62]=[CH:63][CH:64]=4)[C:46]=3[N:47]=[C:48]([N:50]3[CH2:55][CH2:54][O:53][CH2:52][CH2:51]3)[N:49]=2)[CH:41]=[CH:42][CH:43]=1. Reactants: C(C=C)[C@@]1(C(N([C@@H]([C@H](C1)C1=CC(=CC=C1)Cl)C1=CC=C(C=C1)Cl)[C@H](CSC[Si](C)(C)C)CC)=O)C ((3S,5R,6S)-3-Allyl-5-(3-chlorophenyl)-6-(4-chlorophenyl)-3-methyl-1-((S)-1-(((trimethylsilyl)methyl)thio)butan-2-yl)piperidin-2-one), O1CCCC1 (tetrahydrofuran). Run in solution, [F-].C(CCC)[N+](CCCC)(CCCC)CCCC (tetrabutylammonium fluoride). Run at time 16 hour. The product is C(C=C)[C@@]1(C(N([C@@H]([C@H](C1)C1=CC(=CC=C1)Cl)C1=CC=C(C=C1)Cl)[C@H](CSC)CC)=O)C ((3S,5R,6S)-3-Allyl-5-(3-chlorophenyl)-6-(4-chlorophenyl)-3-methyl-1-((S)-1-(methylthio)butan-2-yl)piperidin-2-one). RXN SMILES: [CH2:1]([C@@:4]1([CH3:35])[CH2:9][C@H:8]([C:10]2[CH:15]=[CH:14][CH:13]=[C:12]([Cl:16])[CH:11]=2)[C@@H:7]([C:17]2[CH:22]=[CH:21][C:20]([Cl:23])=[CH:19][CH:18]=2)[N:6]([C@@H:24]([CH2:32][CH3:33])[CH2:25][S:26][CH2:27][Si](C)(C)C)[C:5]1=[O:34])[CH:2]=[CH2:3].O1CCCC1>[F-].C([N+](CCCC)(CCCC)CCCC)CCC>[CH2:1]([C@@:4]1([CH3:35])[CH2:9][C@H:8]([C:10]2[CH:15]=[CH:14][CH:13]=[C:12]([Cl:16])[CH:11]=2)[C@@H:7]([C:17]2[CH:18]=[CH:19][C:20]([Cl:23])=[CH:21][CH:22]=2)[N:6]([C@@H:24]([CH2:32][CH3:33])[CH2:25][S:26][CH3:27])[C:5]1=[O:34])[CH:2]=[CH2:3] |f:2.3|. Procedure: (3S,5R,6S)-3-allyl-5-(3-chlorophenyl)-6-(4-chlorophenyl)-3-methyl-1-((S)-1-(((trimethylsilyl)methyl)thio)butan-2-yl)piperidin-2-one (60 mg, 0.118 mmol, Example 301, Step A) was dissolved in a 1 M solution of tetrabutylammonium fluoride in tetrahydrofuran (3.5 mL, 3.5 mmol) at room temperature. The resulting solution was stirred at ambient temperature for 16 h. After that time volatiles were removed under reduced pressure, and the residue was purified by chromatography on silica gel (4 g SiO2, 10...